Dataset: the Open Reaction Database (ORD), a public repository of structured organic reaction records. Task: describe an organic reaction: reactants, conditions, products, and yield The reactants are Cl, CC(C)CCON=O, COc1ccc(-n2nccc2N)cc1, C1CCOC1. Yields the product Cl, COc1ccc(-n2ncc(N=O)c2N)cc1. Reaction SMILES: [ClH:15].[N:16](=[O:17])[O:18][CH2:19][CH2:20][CH:21]([CH3:22])[CH3:23].[NH2:1][c:2]1[cH:3][cH:4][n:5][n:6]1-[c:7]1[cH:8][cH:9][c:10]([O:13][CH3:14])[cH:11][cH:12]1.[O:24]1[CH2:25][CH2:26][CH2:27][CH2:28]1>>[ClH:15].[NH2:1][c:2]1[c:3]([N:16]=[O:17])[cH:4][n:5][n:6]1-[c:7]1[cH:8][cH:9][c:10]([O:13][CH3:14])[cH:11][cH:12]1. The reactants are NC1=C(C(N(C(N1C1=CC=CC=C1)=O)C)=O)N=O (6-amino-3-methyl-5-nitroso-1-phenyl-2,4-(1H, 3H)-pyrimidinedione). Reagents/catalysts: O=[Pt]=O (PtO2). Run in CN(C)C=O (DMF). Reaction conditions: time 20 minute. Yields the product NC=1C(N(C(N(C1N)C1=CC=CC=C1)=O)C)=O (5,6-diamino-3-methyl-1-phenyl-2,4-(1H, 3H)-pyrimidinedione). Reaction SMILES: [NH2:1][C:2]1[N:7]([C:8]2[CH:13]=[CH:12][CH:11]=[CH:10][CH:9]=2)[C:6](=[O:14])[N:5]([CH3:15])[C:4](=[O:16])[C:3]=1[N:17]=O>CN(C=O)C.O=[Pt]=O>[NH2:17][C:3]1[C:4](=[O:16])[N:5]([CH3:15])[C:6](=[O:14])[N:7]([C:8]2[CH:13]=[CH:12][CH:11]=[CH:10][CH:9]=2)[C:2]=1[NH2:1]. Procedure: 40.5 g of 6-amino-3-methyl-5-nitroso-1-phenyl-2,4-(1H, 3H)-pyrimidinedione (XVII) in 500 ml of DMF and in the presence of 0.3 g of PtO2 was the solution catalytically hydrogenated for 20 minutes at a pressure of 200 kPa. The reaction mixture was heated and the catalyst was filtered off. After cooling, crystals were filtered off and washed with DMF and water. Yield 21.4 g (XVIII). NMR